From a dataset of the Open Reaction Database (ORD), a public repository of structured organic reaction records. describe an organic reaction: reactants, conditions, products, and yield The reactants are C(C)N (ethylamine), ClC=C(C(Cl)Cl)Cl (1,2,3,3-tetrachloropropene). Product: C(C)NCC(=C(Cl)Cl)Cl (N-ethyl-N-(2,3,3-trichloroallyl)-amine). Reaction SMILES: [CH2:1]([NH2:3])[CH3:2].Cl[CH:5]=[C:6]([Cl:10])[CH:7]([Cl:9])[Cl:8]>>[CH2:1]([NH:3][CH2:5][C:6]([Cl:10])=[C:7]([Cl:9])[Cl:8])[CH3:2]. Reported procedure: From ethylamine and 1,2,3,3-tetrachloropropene, proceeding as in Example 1, there was obtained N-ethyl-N-(2,3,3-trichloroallyl)-amine with b.p.35 mm =91° C.-92° C. Starting materials: Cc1oc(-c2ccccc2)nc1COc1ccc(CON)cc1, CC(=O)O, CC(=O)[O-], CCO, [Na+], CCOC(=O)CCCCCC(=O)c1ccccc1, O. The product is CCOC(=O)CCCCCC(=NOCc1ccc(OCc2nc(-c3ccccc3)oc2C)cc1)c1ccccc1. Reaction SMILES: [CH3:1][c:2]1[c:3]([CH2:13][O:14][c:15]2[cH:16][cH:17][c:18]([CH2:19][O:20][NH2:21])[cH:22][cH:23]2)[n:4][c:5](-[c:7]2[cH:8][cH:9][cH:10][cH:11][cH:12]2)[o:6]1.[CH3:42][C:43](=[O:44])[OH:45].[CH3:47][C:48](=[O:49])[O-:50].[CH3:52][CH2:53][OH:54].[Na+:46].[O:24]=[C:25]([CH2:26][CH2:27][CH2:28][CH2:29][CH2:30][C:31](=[O:32])[O:33][CH2:34][CH3:35])[c:36]1[cH:37][cH:38][cH:39][cH:40][cH:41]1.[OH2:51]>>[CH3:1][c:2]1[c:3]([CH2:13][O:14][c:15]2[cH:16][cH:17][c:18]([CH2:19][O:20][N:21]=[C:25]([CH2:26][CH2:27][CH2:28][CH2:29][CH2:30][C:31](=[O:32])[O:33][CH2:34][CH3:35])[c:36]3[cH:37][cH:38][cH:39][cH:40][cH:41]3)[cH:22][cH:23]2)[n:4][c:5](-[c:7]2[cH:8][cH:9][cH:10][cH:11][cH:12]2)[o:6]1. Starting materials: CC(C(C=1C=CC=CC1)O)N.Cl (Phenylpropanolamine hydrochloride), [OH-].[Na+] (sodium hydroxide). The solvent is O (water), O (water). Run at time 8 hour. The product is CC(C(C=1C=CC=CC1)O)N (phenylpropanolamine). As a reaction SMILES: [CH3:1][CH:2]([NH2:11])[CH:3]([OH:10])[C:4]1[CH:5]=[CH:6][CH:7]=[CH:8][CH:9]=1.Cl.[OH-].[Na+]>O>[CH3:1][CH:2]([NH2:11])[CH:3]([OH:10])[C:4]1[CH:5]=[CH:6][CH:7]=[CH:8][CH:9]=1 |f:0.1,2.3|. Procedure: Phenylpropanolamine hydrochloride was dissolved in the water and to this solution there was added, rapidly with stirring, 20 gm of sodium hydroxide dissolved in 100 ml of water. The mixture was allowed to stand at 10° C. overnight. Crystals of the free base were filtered, washed with water and dried in vacuum over calcium chloride. This process yielded 59 gm of free base phenylpropanolamine.